Task: describe an organic reaction: reactants, conditions, products, and yield. Dataset: the Open Reaction Database (ORD), a public repository of structured organic reaction records Starting materials: NC1=C2N=CN(C2=NC(=N1)SCCC(C)C)CC1=CC=CC=C1 (6-Amino-9-benzyl-2-(3-methylbutyl)thiopurine), BrBr (bromine), S(=S)(=O)([O-])[O-].[Na+].[Na+] (sodium thiosulfate). Solvent: C(Cl)Cl (methylene chloride). Run at time 7 hour. Yields the product NC1=C2N=C(N(C2=NC(=N1)SCCC(C)C)CC1=CC=CC=C1)Br (6-Amino-9-benzyl-8-bromo-2-(3-methylbutyl)thiopurine). The yield is 15.0%. RXN SMILES: [NH2:1][C:2]1[N:10]=[C:9]([S:11][CH2:12][CH2:13][CH:14]([CH3:16])[CH3:15])[N:8]=[C:7]2[C:3]=1[N:4]=[CH:5][N:6]2[CH2:17][C:18]1[CH:23]=[CH:22][CH:21]=[CH:20][CH:19]=1.[Br:24]Br.S([O-])([O-])(=O)=S.[Na+].[Na+]>C(Cl)Cl>[NH2:1][C:2]1[N:10]=[C:9]([S:11][CH2:12][CH2:13][CH:14]([CH3:16])[CH3:15])[N:8]=[C:7]2[C:3]=1[N:4]=[C:5]([Br:24])[N:6]2[CH2:17][C:18]1[CH:19]=[CH:20][CH:21]=[CH:22][CH:23]=1 |f:2.3.4|. Reported procedure: 6-Amino-9-benzyl-2-(3-methylbutyl)thiopurine (260 mg, 0.79 mmol) and bromine (0.5 ml) were dissolved in 100 ml of methylene chloride and the solution was stirred at room temperature for 7 hours. Aqueous sodium thiosulfate was added to the reaction mixture. The organic layer was separated, dried on magnesium sulfate and filtered. The solvent in the filtrate was evaporated in vacuo. The residue was purified with silica gel chromatography (1% methanol/chloroform) to give the subject compound (49 mg... Reactants: NC1=C(C=C(C=C1)NC=1C=CC=2N=C3C(=C4OC5=C(C(=CC=C5N=C4C(=C3OC2C1S(=O)(=O)O)Cl)NC1=CC(=C(C=C1)N)S(=O)(=O)O)S(=O)(=O)O)Cl)S(=O)(=O)O (3,10-bis(4-amino-3-sulphophenylamino)-6,13-dichlorotripheno dioxazine-4,11-disulphonic acid). Run in O (water), CC(=O)C (acetone). Conditions: temperature 25 celsius, time 3 hour. Yields the product C1=CC=CC=2OC3=CC4=NC5=CC=CC=C5OC4=CC3=NC12 (Triphenodioxazine). RXN SMILES: NC1C=CC(N[C:9]2[CH:10]=[CH:11][C:12]3[N:13]=[C:14]4[C:27]([O:28][C:29]=3[C:30]=2S(O)(=O)=O)=[C:26](Cl)[C:25]2[C:16]([O:17][C:18]3[C:23]([N:24]=2)=[CH:22][CH:21]=[C:20](NC2C=CC(N)=C(S(O)(=O)=O)C=2)[C:19]=3S(O)(=O)=O)=[C:15]4Cl)=CC=1S(O)(=O)=O>O.CC(C)=O>[CH:22]1[C:23]2[N:24]=[C:25]3[C:16](=[CH:15][C:14]4[C:27](=[CH:26]3)[O:28][C:29]3[C:12](=[CH:11][CH:10]=[CH:9][CH:30]=3)[N:13]=4)[O:17][C:18]=2[CH:19]=[CH:20][CH:21]=1. Procedure details: 3,10-bis(4-amino-3-sulphophenylamino)-6,13-dichlorotripheno dioxazine-4,11-disulphonic acid (M.I. 2585, 25.85 g, 0.01M) was dissolved in water (300 ml) at pH 7. A solution of N-(2,4-dichlorotriazin-6-yl) methanesulphonmethylamide (5.93 g, 0.02M) in acetone (80 ml) was added and the mixture stirred at 25° C. and pH 7 for 3 hours. Salt (5% w/v) was added with stirring and the precipitated solid was collected, washed and dried. Yield 1.7 g, M.I. 1472. Reactants: C#Cc1cccc(C#N)c1, O=C([O-])[O-], CC#N, CC#N, CC(C)c1cc(C(C)C)c(-c2ccccc2P(C2CCCCC2)C2CCCCC2)c(C(C)C)c1, Clc1cncc(Cl)c1, [Cs+], [Cs+], Cl[Pd]Cl. The product is N#Cc1cccc(C#Cc2cncc(Cl)c2)c1. Reaction SMILES: [C:15](#[CH:16])[c:17]1[cH:18][c:19]([C:20]#[N:21])[cH:22][cH:23][cH:24]1.[C:1](=[O:2])([O-:3])[O-:4].[C:62](#[N:63])[CH3:64].[C:65](#[N:66])[CH3:67].[CH:25]1([P:26]([CH:27]2[CH2:28][CH2:29][CH2:30][CH2:31][CH2:32]2)[c:33]2[cH:34][cH:35][cH:36][cH:37][c:38]2-[c:39]2[c:40]([CH:41]([CH3:42])[CH3:43])[cH:44][c:45]([CH:46]([CH3:47])[CH3:48])[cH:49][c:50]2[CH:51]([CH3:52])[CH3:53])[CH2:54][CH2:55][CH2:56][CH2:57][CH2:58]1.[Cl:7][c:8]1[cH:9][n:10][cH:11][c:12]([Cl:14])[cH:13]1.[Cs+:5].[Cs+:6].[Pd:59]([Cl:60])[Cl:61]>>[c:8]1([C:16]#[C:15][c:17]2[cH:18][c:19]([C:20]#[N:21])[cH:22][cH:23][cH:24]2)[cH:9][n:10][cH:11][c:12]([Cl:14])[cH:13]1. Starting materials: S=C(n1ccnc1)n1ccnc1, ClCCl, Nc1ccc2c(c1)CC(O)C2. Product: OC1Cc2ccc(N=C=S)cc2C1. RXN SMILES: [C:12](=[S:13])([n:14]1[cH:15][cH:16][n:17][cH:18]1)[n:19]1[cH:20][cH:21][n:22][cH:23]1.[Cl:24][CH2:25][Cl:26].[NH2:1][c:2]1[cH:3][c:4]2[c:8]([cH:9][cH:10]1)[CH2:7][CH:6]([OH:11])[CH2:5]2>>[N:1]([c:2]1[cH:3][c:4]2[c:8]([cH:9][cH:10]1)[CH2:7][CH:6]([OH:11])[CH2:5]2)=[C:12]=[S:13]. Reactants: FC1=C(C=CC=C1)C(C1=C(C(=C(C=C1)OC)Cl)Cl)=O (2'-fluoro-4-methoxy-2,3-dichlorobenzophenone), Cl.NO (hydroxylamine HCl). The solvent is N1=CC=CC=C1 (pyridine). Product: ClC1=C(C(C2=C(C=CC=C2)F)=NO)C=CC(=C1Cl)OC (2,3-dichloro-4-methoxy-2'-fluorobenzophenone oxime). As a reaction SMILES: [F:1][C:2]1[CH:7]=[CH:6][CH:5]=[CH:4][C:3]=1[C:8](=O)[C:9]1[CH:14]=[CH:13][C:12]([O:15][CH3:16])=[C:11]([Cl:17])[C:10]=1[Cl:18].Cl.[NH2:21][OH:22]>N1C=CC=CC=1>[Cl:18][C:10]1[C:11]([Cl:17])=[C:12]([O:15][CH3:16])[CH:13]=[CH:14][C:9]=1[C:8](=[N:21][OH:22])[C:3]1[CH:4]=[CH:5][CH:6]=[CH:7][C:2]=1[F:1] |f:1.2|. Procedure details: To a solution of 10 g (0.033 m) of 2'-fluoro-4-methoxy-2,3-dichlorobenzophenone of Example 1a in 100 ml of pyridine, 3.17 g of hydroxylamine HCl is added. The mixture is refluxed for about 64 hours. The pyridine is evaporated and the residue partitioned between 5% HCl and ethylacetate. The ethylacetate extract is washed with water, dried over Na2SO4 and evaporated to give 2,3-dichloro-4-methoxy-2'-fluorobenzophenone oxime, mp 195°-197° C. Starting materials: CO, CC(C)=C(C(=O)O)c1ccc(Cl)cc1. Product: CC(C)C(C(=O)O)c1ccc(Cl)cc1. RXN SMILES: [CH3:15][OH:16].[Cl:1][c:2]1[cH:3][cH:4][c:5]([C:8]([C:9](=[O:10])[OH:11])=[C:12]([CH3:13])[CH3:14])[cH:6][cH:7]1>>[Cl:1][c:2]1[cH:3][cH:4][c:5]([CH:8]([C:9](=[O:10])[OH:11])[CH:12]([CH3:13])[CH3:14])[cH:6][cH:7]1.